Dataset: the Open Reaction Database (ORD), a public repository of structured organic reaction records. Task: describe an organic reaction: reactants, conditions, products, and yield Starting materials: C(C)OCC (diethylether), Cl (hydrochloric acid), CON=CC1=CNC(=C1C1=CC=NC=C1)C1=CC=C(C=C1)F (5-(4-fluorophenyl)-4-(pyridin-4-yl)-1H-pyrrole-3-carboxaldehyde O-methyloxime). The reagents and catalysts are [Pd] (palladium on carbon). Solvent: CO (methanol). Reaction conditions: time 2 hour. Yields the product Cl.Cl.NCC=1C(=C(NC1)C1=CC=C(C=C1)F)C1=CC=NC=C1 (4-Aminomethyl-2-(4-fluorophenyl)-3-(pyridin-4-yl)-1H-pyrrole dihydrochloride). Yield: 68.0%. Reaction SMILES: [ClH:1].CO[N:4]=[CH:5][C:6]1[C:10]([C:11]2[CH:16]=[CH:15][N:14]=[CH:13][CH:12]=2)=[C:9]([C:17]2[CH:22]=[CH:21][C:20]([F:23])=[CH:19][CH:18]=2)[NH:8][CH:7]=1.C(OCC)C>[Pd].CO>[ClH:1].[ClH:1].[NH2:4][CH2:5][C:6]1[C:10]([C:11]2[CH:12]=[CH:13][N:14]=[CH:15][CH:16]=2)=[C:9]([C:17]2[CH:18]=[CH:19][C:20]([F:23])=[CH:21][CH:22]=2)[NH:8][CH:7]=1 |f:5.6.7|. Reported procedure: 10 ml of 10% hydrochloric acid and 0.50 g of 10% palladium on carbon were added to a solution of 497 mg (1.68 mmol) of 5-(4-fluorophenyl)-4-(pyridin-4-yl)-1H-pyrrole-3-carboxaldehyde O-methyloxime [which was prepared as described in step 5(i) above] in 10 ml of methanol. The mixture was stirred under a hydrogen atmosphere at room temperature for 2 hours. At the end of this time, the reaction mixture was filtered and the filtrate thus obtained was concentrated by evaporation under reduced pressur... Reactants: O=C([O-])[O-], C, O=[N+]([O-])c1ccccc1F, [H][H], [K+], [K+], CC(C)(C)OC(=O)NC(CN)C(=O)O, CC(C)(C)OC(CN)(N=C=O)C(=O)O, [Pd]. Yields the product CC(C)(C)OC(CNc1ccccc1[N+](=O)[O-])(N=C=O)C(=O)O. Reaction SMILES: [C:17](=[O:18])([O-:19])[O-:20].[C:47].[F:23][c:24]1[c:25]([N+:30](=[O:31])[O-:32])[cH:26][cH:27][cH:28][cH:29]1.[H:15][H:16].[K+:21].[K+:22].[NH2:1][CH2:2][CH:3]([NH:4][C:5]([O:6][C:7]([CH3:8])([CH3:9])[CH3:10])=[O:11])[C:12]([OH:13])=[O:14].[NH2:33][CH2:34][C:35]([C:36](=[O:37])[OH:38])([O:39][C:40]([CH3:41])([CH3:42])[CH3:43])[N:44]=[C:45]=[O:46].[Pd:48]>>[c:24]1([NH:33][CH2:34][C:35]([C:36](=[O:37])[OH:38])([O:39][C:40]([CH3:41])([CH3:42])[CH3:43])[N:44]=[C:45]=[O:46])[c:25]([N+:30](=[O:31])[O-:32])[cH:26][cH:27][cH:28][cH:29]1.